Dataset: the Open Reaction Database (ORD), a public repository of structured organic reaction records. Task: describe an organic reaction: reactants, conditions, products, and yield Starting materials: [Na].C(C)(=O)C1=C(C(=C(OCC2=CC=CN3C2=NC=C(C3=O)CC3=NN=NN3)C=C1)CCC)O (9-[(4-acetyl-3-hydroxy-2-n-propylphenoxy)methyl]-3-[(1H-tetrazol-5-yl)methyl]-4H-pyrido[1,2-a]pyrimidin-4-one sodium salt), Cl (hydrochloric acid). Run in O (water). The product is C(C)(=O)C1=C(C(=C(OCC2=CC=CN3C2=NC=C(C3=O)CC3=NN=NN3)C=C1)CCC)O (9-[(4-acetyl-3-hydroxy-2-n-propylphenoxy)methyl]-3-[(1H-tetrazol-5-yl)methyl]-4H-pyrido[1,2-a]pyrimidin-4-one). Yield: 97.1%. Reaction SMILES: [Na].[C:2]([C:5]1[CH:29]=[CH:28][C:8]([O:9][CH2:10][C:11]2[C:16]3=[N:17][CH:18]=[C:19]([CH2:22][C:23]4[NH:27][N:26]=[N:25][N:24]=4)[C:20](=[O:21])[N:15]3[CH:14]=[CH:13][CH:12]=2)=[C:7]([CH2:30][CH2:31][CH3:32])[C:6]=1[OH:33])(=[O:4])[CH3:3].Cl>O>[C:2]([C:5]1[CH:29]=[CH:28][C:8]([O:9][CH2:10][C:11]2[C:16]3=[N:17][CH:18]=[C:19]([CH2:22][C:23]4[NH:24][N:25]=[N:26][N:27]=4)[C:20](=[O:21])[N:15]3[CH:14]=[CH:13][CH:12]=2)=[C:7]([CH2:30][CH2:31][CH3:32])[C:6]=1[OH:33])(=[O:4])[CH3:3] |f:0.1,^1:0|. Procedure: A mixture of 1.04 g (2.65 mmoles) of 9-[(4-acetyl-3-hydroxy-2-n-propylphenoxy)methyl]-3-cyanomethyl-4H-pyrido[1,2-a]pyrimidin- 4-one, 1.00 g (18.69 mmoles) of ammonium chloride, 1.21 g (18.61 mmoles) of sodium azide and 30 ml of dimethylformamide was heated at 100°-110° C. for 8 hours with stirring. After cooling, the resulting reaction solution was poured into ice water and then acidified with dilute hydrochloric acid. The precipitate so formed was collected by filtration and then dried. 1.10 g... Reactants: [OH-].[Na+] (sodium hydroxide), aluminium salt, [H-].[H-].[H-].[H-].[Li+].[Al+3] (LAH), ice water, C(Cl)Cl (DCM), C(C1=CC=CC=C1)OCC(=O)NC1=CC(=CC=C1)F (2-benzyloxy-N-(3-fluoro-phenyl)-acetamide). Run in C(C)OCC (diethyl ether), C(C)OCC (diethyl ether). The product is C(C1=CC=CC=C1)OCCNC1=CC(=CC=C1)F ((2-Benzyloxy-ethyl)-(3-fluoro-phenyl)-amine). The yield is 61.9%. RXN SMILES: [H-].[H-].[H-].[H-].[Li+].[Al+3].[CH2:7]([O:14][CH2:15][C:16]([NH:18][C:19]1[CH:24]=[CH:23][CH:22]=[C:21]([F:25])[CH:20]=1)=O)[C:8]1[CH:13]=[CH:12][CH:11]=[CH:10][CH:9]=1.C(Cl)Cl.[OH-].[Na+]>C(OCC)C>[CH2:7]([O:14][CH2:15][CH2:16][NH:18][C:19]1[CH:24]=[CH:23][CH:22]=[C:21]([F:25])[CH:20]=1)[C:8]1[CH:9]=[CH:10][CH:11]=[CH:12][CH:13]=1 |f:0.1.2.3.4.5,8.9|. Reported procedure: To a suspension of LAH (1.25 g, 27 mmol) in dry diethyl ether (100 mL) was added dropwise a solution of 2-benzyloxy-N-(3-fluoro-phenyl)-acetamide (39) (7.0 g, 27 mmol) in dry diethyl ether (100 mL). The addition was such as a reflux was maintained. Once the addition was completed, the reaction mixture was heated to reflux for 4 h, then poured into ice-water and DCM was added. In order to break down the aluminium salt, 2M aqueous sodium hydroxide solution was added until strong basic pH was obtai... Reactants: [F-].C(CCC)[N+](CCCC)(CCCC)CCCC (tetrabutylammonium fluoride), C(C1=CC=CC=C1)OC(=O)NC[C@@H](C[C@@H](C(=O)N[C@H](C(=O)OCC1=CC=CC=C1)CC=1C=C(C=CC1OCC1=CC=CC=C1)C1=CC(=C(C=C1)OCC1=CC=CC=C1)C[C@@H](C(=O)OCC[Si](C)(C)C)NC(=O)OCC1=CC=CC=C1)NC(=O)OC(C)(C)C)O[Si](C)(C)C(C)(C)C (Benzyl 2(S)-[5-benzyloxycarbonylamino-2(S)-tert-butoxycarbonylamino-4(R)-(tert-butyldimethylsilyloxy)pentanoylamino]-3-{4,4′-bisbenzyloxy-3′-[2(S)-benzyloxycarbonylamino-2-(2-trimethylsilylethoxycarbonyl)ethyl]biphenyl-3-yl}propionate), C(C)(=O)OCC (Ethyl acetate), Cl (hydrochloric acid), ice water. Run in C1CCOC1 (THF), CN(C)C=O (DMF). Run at temperature 0 celsius, time 25 minute. Product: C(C1=CC=CC=C1)OC(=O)N[C@H](C(=O)O)CC=1C=C(C=CC1OCC1=CC=CC=C1)C1=CC(=C(C=C1)OCC1=CC=CC=C1)C[C@H](NC([C@H](C[C@H](CNC(=O)OCC1=CC=CC=C1)O)NC(=O)OC(C)(C)C)=O)C(=O)OCC1=CC=CC=C1 (2(S)-Benzyloxycarbonylamino-3-{4,4′-bisbenzyloxy-3′-[2(S)-benzyloxycarbonyl-2-(5-benzyloxycarbonylamino-2(S)-tert-butoxycarbonylamino-4(R)-hydroxypentanoylamino)ethyl]biphenyl-3-yl}propionic acid). RXN SMILES: [F-].C([N+](CCCC)(CCCC)CCCC)CCC.[CH2:19]([O:26][C:27]([NH:29][CH2:30][C@H:31]([O:107][Si](C(C)(C)C)(C)C)[CH2:32][C@H:33]([NH:99][C:100]([O:102][C:103]([CH3:106])([CH3:105])[CH3:104])=[O:101])[C:34]([NH:36][C@@H:37]([CH2:48][C:49]1[CH:50]=[C:51]([C:63]2[CH:68]=[CH:67][C:66]([O:69][CH2:70][C:71]3[CH:76]=[CH:75][CH:74]=[CH:73][CH:72]=3)=[C:65]([CH2:77][C@H:78]([NH:88][C:89]([O:91][CH2:92][C:93]3[CH:98]=[CH:97][CH:96]=[CH:95][CH:94]=3)=[O:90])[C:79]([O:81]CC[Si](C)(C)C)=[O:80])[CH:64]=2)[CH:52]=[CH:53][C:54]=1[O:55][CH2:56][C:57]1[CH:62]=[CH:61][CH:60]=[CH:59][CH:58]=1)[C:38]([O:40][CH2:41][C:42]1[CH:47]=[CH:46][CH:45]=[CH:44][CH:43]=1)=[O:39])=[O:35])=[O:28])[C:20]1[CH:25]=[CH:24][CH:23]=[CH:22][CH:21]=1.C(OCC)(=O)C.Cl>C1COCC1.CN(C=O)C>[CH2:92]([O:91][C:89]([NH:88][C@@H:78]([CH2:77][C:65]1[CH:64]=[C:63]([C:51]2[CH:52]=[CH:53][C:54]([O:55][CH2:56][C:57]3[CH:62]=[CH:61][CH:60]=[CH:59][CH:58]=3)=[C:49]([CH2:48][C@@H:37]([C:38]([O:40][CH2:41][C:42]3[CH:43]=[CH:44][CH:45]=[CH:46][CH:47]=3)=[O:39])[NH:36][C:34](=[O:35])[C@@H:33]([NH:99][C:100]([O:102][C:103]([CH3:104])([CH3:106])[CH3:105])=[O:101])[CH2:32][C@@H:31]([OH:107])[CH2:30][NH:29][C:27]([O:26][CH2:19][C:20]3[CH:21]=[CH:22][CH:23]=[CH:24][CH:25]=3)=[O:28])[CH:50]=2)[CH:68]=[CH:67][C:66]=1[O:69][CH2:70][C:71]1[CH:72]=[CH:73][CH:74]=[CH:75][CH:76]=1)[C:79]([OH:81])=[O:80])=[O:90])[C:93]1[CH:98]=[CH:97][CH:96]=[CH:95][CH:94]=1 |f:0.1|. Procedure: 1.8 ml of 1N tetrabutylammonium fluoride in THF are added dropwise to a solution of 800 mg (0.6 mmol) of benzyl 2(S)-[5-benzyloxycarbonylamino-2(S)-tert-butoxycarbonylamino-4(R)-(tert-butyldimethylsilyloxy)pentanoylamino]-3-{4,4′-bisbenzyloxy-3′-[2(S)-benzyloxycarbonylamino-2-(2-trimethylsilylethoxycarbonyl)ethyl]biphenyl-3-yl}propionate (Example 16A) in 26 ml of absolute DMF at RT. After 25 min at RT, the mixture is cooled to 0° C. and a large amount of ice-water is added. Ethyl acetate and a l... The reactants are CCO, Clc1cc(N2CCN(C3CCC3)CC2)ncn1, NN, O. The product is NNc1cc(N2CCN(C3CCC3)CC2)ncn1. RXN SMILES: [CH3:21][CH2:22][OH:23].[Cl:4][c:5]1[n:6][cH:7][n:8][c:9]([N:11]2[CH2:12][CH2:13][N:14]([CH:17]3[CH2:18][CH2:19][CH2:20]3)[CH2:15][CH2:16]2)[cH:10]1.[NH2:2][NH2:3].[OH2:1]>>[NH:2]([NH2:3])[c:5]1[n:6][cH:7][n:8][c:9]([N:11]2[CH2:12][CH2:13][N:14]([CH:17]3[CH2:18][CH2:19][CH2:20]3)[CH2:15][CH2:16]2)[cH:10]1. Starting materials: ( 1H ), [OH-].[Na+] (sodium hydroxide), ( 1H ), C1(=CC=CC=C1)C1=NC(=CC=C1)C=1N=NNN1 (2-phenyl-6-(2H-tetrazol-5-yl)pyridine), ( 4H ), ( 6H ), ( 4H ), ( 2H ), C(C1=CC(C(=O)Cl)=CC=C1)(=O)Cl (isophthaloyl dichloride), O (water), ( 2H ). Solvent: N1=CC=CC=C1 (pyridine). Run at temperature 50 celsius, time 1 hour. Yields the product C1(=CC=CC=C1)C1=NC(=CC=C1)C=1OC(=NN1)C1=CC(=CC=C1)C1=NN=C(O1)C1=CC=CC(=N1)C1=CC=CC=C1 (1,3-bis[2-(2-phenylpyridin-6-yl)-1,3,4-oxadiazol-5-yl]benzene). Isolated yield 73.0%. Reaction SMILES: [C:1]1([C:7]2[CH:12]=[CH:11][CH:10]=[C:9]([C:13]3[N:14]=[N:15]NN=3)[N:8]=2)[CH:6]=[CH:5][CH:4]=[CH:3][CH:2]=1.[C:18](Cl)(=[O:28])[C:19]1[CH:27]=[CH:26][CH:25]=[C:21]([C:22](Cl)=[O:23])[CH:20]=1.O.[OH-].[Na+]>N1C=CC=CC=1>[C:1]1([C:7]2[CH:12]=[CH:11][CH:10]=[C:9]([C:13]3[O:28][C:18]([C:19]4[CH:27]=[CH:26][CH:25]=[C:21]([C:22]5[O:23][C:13]([C:9]6[N:8]=[C:7]([C:1]7[CH:2]=[CH:3][CH:4]=[CH:5][CH:6]=7)[CH:12]=[CH:11][CH:10]=6)=[N:14][N:15]=5)[CH:20]=4)=[N:15][N:14]=3)[N:8]=2)[CH:2]=[CH:3][CH:4]=[CH:5][CH:6]=1 |f:3.4|. Procedure: 5.0 g of 2-phenyl-6-(2H-tetrazol-5-yl)pyridine was dissolved in 125 ml of dehydrated pyridine. Temperature was elevated to 120° C., and 75 ml was dehydrated by azeotropy. After cooling to 50° C., 2.28 g of isophthaloyl dichloride was added. Temperature was elevated to 100° C., and stirring was conducted for 1 hour. After cooling to room temperature, the reaction solution was poured into 300 ml water, and after adjusting pH to 12 with 20% sodium hydroxide aqueous solution, stirring was conducted ... Reactants: O (water), [F-].[K+] (KF), S(=O)(=O)(OC(C(=C(F)F)F)(F)F)F (perfluoroallyl fluorosulfate), BrC(C(C(=O)F)(F)F)(F)F (3-bromotetrafluoropropionyl fluoride). Solvent: COCCOCCOC (diglyme). Run at time 30 minute. Yields the product FC(=C(C(OC(C(C(Br)(F)F)(F)F)(F)F)(F)F)F)F (perfluoro(7-bromo4-oxa-1-heptene)). Isolated yield 57.0%. Reaction SMILES: [F-:1].[K+].[Br:3][C:4]([F:12])([F:11])[C:5]([F:10])([F:9])[C:6]([F:8])=[O:7].S(F)(O[C:17]([F:24])([F:23])[C:18]([F:22])=[C:19]([F:21])[F:20])(=O)=O.O>COCCOCCOC>[F:20][C:19]([F:21])=[C:18]([F:22])[C:17]([F:24])([F:23])[O:7][C:6]([F:1])([F:8])[C:5]([F:10])([F:9])[C:4]([F:12])([F:11])[Br:3] |f:0.1|. Procedure: A suspension of 35.9 g (0.617 mol) of flame-dried KF in 750 ml of diglyme was stirred at 0° while 140.0 g (0.617 mol) of 3-bromotetrafluoropropionyl fluoride from part B was added. The mixture was stirred at 0°-5° for another 30 min and then was treated with 141.9 g (0.617 mol) of perfluoroallyl fluorosulfate. The reaction mixture was stirred for 4 h at 0°-5° and then poured into 3 liters of water. The resulting lower layer was washed with 500 ml of water, dried over CaSO4, and distilled to give... The reactants are ClC1=CC=C(C=C1)[C@H]1SC2=C(N(C1)C([C@H]1N(CCC1)S(=O)(=O)C1=CC3=CC=CC=C3C=C1)=O)C=CC=C2 ((R)-2-(4-Chlorophenyl)-4-[(S)-N-(2-naphthalenesulfonyl)prolyl]-3,4-dihydro-2H-1,4-benzothiazine), [OH-].[K+] (potassium hydroxide), ice water. Run in C(C)O.O (ethanol water). Product: ClC1=CC=C(C=C1)[C@H]1SC2=C(NC1)C=CC=C2 ((R)-(+)-2-(4-chlorophenyl)-3,4-dihydro-2H-1,4-benzothiazine). Yield: 58.7%. As a reaction SMILES: [Cl:1][C:2]1[CH:7]=[CH:6][C:5]([C@@H:8]2[CH2:13][N:12](C(=O)[C@@H]3CCCN3S(C3C=CC4C(=CC=CC=4)C=3)(=O)=O)[C:11]3[CH:34]=[CH:35][CH:36]=[CH:37][C:10]=3[S:9]2)=[CH:4][CH:3]=1.[OH-].[K+]>C(O)C.O>[Cl:1][C:2]1[CH:3]=[CH:4][C:5]([C@@H:8]2[CH2:13][NH:12][C:11]3[CH:34]=[CH:35][CH:36]=[CH:37][C:10]=3[S:9]2)=[CH:6][CH:7]=1 |f:1.2,3.4|. Procedure: (R)-2-(4-Chlorophenyl)-4-[(S)-N-(2-naphthalenesulfonyl)prolyl]-3,4-dihydro-2H-1,4-benzothiazine (9.40 g, 0.017 mole) is suspended in ethanol-water (10:1, 188 ml), and thereto is added 86 % potassium hydroxide (11.2 g, 0.172 mole), and the mixture is refluxed for 30 minutes. The reaction mixture is poured into ice water and the mixture is extracted with ethyl acetate. The ethyl acetate layer is washed with water and saline, dried over sodium sulfate and distilled to remove the solvent. The residu... Starting materials: C=CC(=O)OC(C)(C)C, CC1(C)OB(c2cn[nH]c2)OC1(C)C, CC#N, [Cs+], [F-]. Yields the product CC(C)(C)OC(=O)CCn1cc(B2OC(C)(C)C(C)(C)O2)cn1. Reaction SMILES: [C:17]([CH:18]=[CH2:19])(=[O:20])[O:21][C:22]([CH3:23])([CH3:24])[CH3:25].[CH3:1][C:2]1([CH3:14])[O:3][B:4]([c:9]2[cH:10][n:11][nH:12][cH:13]2)[O:5][C:6]1([CH3:7])[CH3:8].[CH3:26][C:27]#[N:28].[Cs+:16].[F-:15]>>[CH3:1][C:2]1([CH3:14])[O:3][B:4]([c:9]2[cH:10][n:11]([CH2:19][CH2:18][C:17](=[O:20])[O:21][C:22]([CH3:23])([CH3:24])[CH3:25])[n:12][cH:13]2)[O:5][C:6]1([CH3:7])[CH3:8]. The reactants are ClC=1C=C2CCNCC2=CC1 (6-chloro-1,2,3,4-tetrahydro-isoquinoline), N1(CCOCC1)C1=C(C(=O)O)C=C(C=C1)[N+](=O)[O-] (2-morpholin-4-yl-5-nitro-benzoic acid). Product: ClC=1C=C2CCN(CC2=CC1)C(=O)C1=C(C=CC(=C1)[N+](=O)[O-])N1CCOCC1 ((6-Chloro-3,4-dihydro-1H-isoquinolin-2-yl)-(2-morpholin-4-yl-5-nitro-phenyl)-methanone). As a reaction SMILES: [Cl:1][C:2]1[CH:3]=[C:4]2[C:9](=[CH:10][CH:11]=1)[CH2:8][NH:7][CH2:6][CH2:5]2.[N:12]1([C:18]2[CH:26]=[CH:25][C:24]([N+:27]([O-:29])=[O:28])=[CH:23][C:19]=2[C:20](O)=[O:21])[CH2:17][CH2:16][O:15][CH2:14][CH2:13]1>>[Cl:1][C:2]1[CH:3]=[C:4]2[C:9](=[CH:10][CH:11]=1)[CH2:8][N:7]([C:20]([C:19]1[CH:23]=[C:24]([N+:27]([O-:29])=[O:28])[CH:25]=[CH:26][C:18]=1[N:12]1[CH2:17][CH2:16][O:15][CH2:14][CH2:13]1)=[O:21])[CH2:6][CH2:5]2. Procedure: Prepared in analogy to example 1.1 from 6-chloro-1,2,3,4-tetrahydro-isoquinoline (CA [33537-99-4]) and 2-morpholin-4-yl-5-nitro-benzoic acid (example 2.8). Starting materials: C[C@@H]1NCCOC1 ((3S)-3-methylmorpholine), ClC=1C(=NC2=CC=C(C=C2N1)C(=O)OC)O (methyl 3-chloro-2-hydroxyquinoxaline-6-carboxylate), CCN(C(C)C)C(C)C (DIEA). The solvent is CS(=O)C (DMSO). Reaction conditions: temperature 70 celsius, time 3 hour. Yields the product C[C@H]1COCCN1C=1C(NC2=CC=C(C=C2N1)C(=O)OC)=O ((S)-methyl 3-(3-methylmorpholino)-2-oxo-1,2-dihydroquinoxaline-6-carboxylate). As a reaction SMILES: [CH3:1][C@H:2]1[CH2:7][O:6][CH2:5][CH2:4][NH:3]1.Cl[C:9]1[C:10]([OH:23])=[N:11][C:12]2[C:17]([N:18]=1)=[CH:16][C:15]([C:19]([O:21][CH3:22])=[O:20])=[CH:14][CH:13]=2.CCN(C(C)C)C(C)C>CS(C)=O>[CH3:1][C@@H:2]1[N:3]([C:9]2[C:10](=[O:23])[NH:11][C:12]3[C:17]([N:18]=2)=[CH:16][C:15]([C:19]([O:21][CH3:22])=[O:20])=[CH:14][CH:13]=3)[CH2:4][CH2:5][O:6][CH2:7]1. Procedure: To a solution of (3S)-3-methylmorpholine (127 mg, 1.26 mmol) in DMSO (2 mL) was added methyl 3-chloro-2-hydroxyquinoxaline-6-carboxylate (200 mg, 0.84 mmol) and DIEA (217 mg, 1.68 mmol). The resulting solution was stirred at 70° C. for 3 h and then quenched by water (10 mL). The solids were collected by filtration to afford (S)-methyl 3-(3-methylmorpholino)-2-oxo-1,2-dihydroquinoxaline-6-carboxylate as a light yellow solid (200 mg, crude).